Dataset: the Open Reaction Database (ORD), a public repository of structured organic reaction records. Task: describe an organic reaction: reactants, conditions, products, and yield Starting materials: CC(C)([O-])C.[K+] (potassium t-butoxide), C(C)(C)(C)OC(=O)N1CC(CC1)COS(=O)(=O)C1=CC=C(C=C1)C (1-t-butoxycarbonyl-3-(p-toluenesulfonyloxymethyl)pyrrolidine), O (water). Run in O1CCCC1 (tetrahydrofuran). Reaction conditions: time 3 hour. Yields the product C(C)(C)(C)OC(=O)N1CC(CC1)=C (1-t-butoxycarbonyl-3-methylenepyrrolidine). Yield: 43.1%. Reaction SMILES: CC(C)([O-])C.[K+].[C:7]([O:11][C:12]([N:14]1[CH2:18][CH2:17][CH:16]([CH2:19]OS(C2C=CC(C)=CC=2)(=O)=O)[CH2:15]1)=[O:13])([CH3:10])([CH3:9])[CH3:8].O>O1CCCC1>[C:7]([O:11][C:12]([N:14]1[CH2:18][CH2:17][C:16](=[CH2:19])[CH2:15]1)=[O:13])([CH3:10])([CH3:9])[CH3:8] |f:0.1|. Reported procedure: 2.24 g (0.02 mole) of potassium t-butoxide were added to a solution of 3.55 g (0.01 mole) of 1-t-butoxycarbonyl-3-(p-toluenesulfonyloxymethyl)pyrrolidine [prepared as described in Step (3) above] dissolved in 50 ml of tetrahydrofuran. The mixture was then stirred at room temperature for 3 hours, after which it was poured into water and then extracted with ethyl acetate. The ethyl acetate extract was washed with water, dried and concentrated by evaporation under reduced pressure. The residue was ... RXN SMILES: Cl.[F:2][C:3]1[CH:4]=[C:5]([S:9]([C:12]2[CH:13]=[C:14]3[C:19](=[CH:20][CH:21]=2)[C@H:18]([CH2:22][NH:23][CH3:24])[CH2:17][CH2:16][CH2:15]3)(=[O:11])=[O:10])[CH:6]=[CH:7][CH:8]=1.[CH3:25][S:26](Cl)(=[O:28])=[O:27]>C(Cl)Cl.N1C=CC=CC=1>[F:2][C:3]1[CH:4]=[C:5]([S:9]([C:12]2[CH:13]=[C:14]3[C:19](=[CH:20][CH:21]=2)[C@H:18]([CH2:22][N:23]([CH3:24])[S:26]([CH3:25])(=[O:28])=[O:27])[CH2:17][CH2:16][CH2:15]3)(=[O:11])=[O:10])[CH:6]=[CH:7][CH:8]=1 |f:0.1|. Procedure: [(R)-6-(3-Fluoro-benzenesulfonyl)-1,2,3,4-tetrahydro-naphthalen-1-ylmethyl]-methyl-amine hydrochloride (0.4 g, 1.13 mmol) was dissolved in 10 mL methylene chloride and 2.0 mL pyridine, and the mixture was cooled in an ice bath. Methanesulfonyl chloride (0.2 mL) was added dropwise, and the reaction mixture was stirred for 10 minutes at ice bath temperature, then allowed to warm to room temperature. The reaction mixture was quenched by addition of water, and was extracted with methylene chloride. ... Reactants: Cl.FC=1C=C(C=CC1)S(=O)(=O)C=1C=C2CCC[C@H](C2=CC1)CNC ([(R)-6-(3-Fluoro-benzenesulfonyl)-1,2,3,4-tetrahydro-naphthalen-1-ylmethyl]-methyl-amine hydrochloride), CS(=O)(=O)Cl (Methanesulfonyl chloride). Yields the product EtOAc hexanes, FC=1C=C(C=CC1)S(=O)(=O)C=1C=C2CCC[C@H](C2=CC1)CN(S(=O)(=O)C)C (N—[(R)-6-(3-Fluoro-benzenesulfonyl)-1,2,3,4-tetrahydro-naphthalen-1-ylmethyl]-N-methyl-methanesulfonamide). Solvent: N1=CC=CC=C1 (pyridine), C(Cl)Cl (methylene chloride). Run at time 10 minute. Starting materials: [Al+3], CC(C)(C)OC(=O)NCCC(O)C(F)(F)F, C1CCOC1, [H-], [H-], [H-], [H-], [Li+]. Yields the product CNCCC(O)C(F)(F)F. RXN SMILES: [Al+3:18].[C:1]([O:2][C:6](=[O:3])[NH:7][CH2:8][CH2:9][CH:10]([C:11]([F:12])([F:13])[F:14])[OH:15])([CH3:4])([CH3:5])[CH3:16].[CH2:23]1[O:24][CH2:25][CH2:26][CH2:27]1.[H-:17].[H-:20].[H-:21].[H-:22].[Li+:19]>>[CH3:6][NH:7][CH2:8][CH2:9][CH:10]([C:11]([F:12])([F:13])[F:14])[OH:15].